Dataset: the Open Reaction Database (ORD), a public repository of structured organic reaction records. Task: describe an organic reaction: reactants, conditions, products, and yield The reactants are COC(=O)C=1C(=CC=CC1Cl)C1=CC(=C(C=C1)[C@@H](C)NC(=O)C1(COC1)N)F (4′-{(R)-1-[(3-Amino-oxetane-3-carbonyl)-amino]-ethyl}-3-chloro-3′-fluoro-biphenyl-2-carboxylic acid methyl ester), O1N=CC=C1C(=O)O (isoxazole-5-carboxylic acid). Yields the product COC(=O)C=1C(=CC=CC1Cl)C1=CC(=C(C=C1)[C@@H](C)NC(=O)C1(COC1)NC(=O)C1=CC=NO1)F (3-Chloro-3′-fluoro-4′-[(R)-1-({3-[(isoxazole-5-carbonyl)-amino]-oxetane-3-carbonyl}-amino)-ethyl]-biphenyl-2-carboxylic acid methyl ester). Reaction SMILES: [CH3:1][O:2][C:3]([C:5]1[C:6]([C:12]2[CH:17]=[CH:16][C:15]([C@H:18]([NH:20][C:21]([C:23]3([NH2:27])[CH2:26][O:25][CH2:24]3)=[O:22])[CH3:19])=[C:14]([F:28])[CH:13]=2)=[CH:7][CH:8]=[CH:9][C:10]=1[Cl:11])=[O:4].[O:29]1[C:33]([C:34](O)=[O:35])=[CH:32][CH:31]=[N:30]1>>[CH3:1][O:2][C:3]([C:5]1[C:6]([C:12]2[CH:17]=[CH:16][C:15]([C@H:18]([NH:20][C:21]([C:23]3([NH:27][C:34]([C:33]4[O:29][N:30]=[CH:31][CH:32]=4)=[O:35])[CH2:24][O:25][CH2:26]3)=[O:22])[CH3:19])=[C:14]([F:28])[CH:13]=2)=[CH:7][CH:8]=[CH:9][C:10]=1[Cl:11])=[O:4]. Procedure: The title compound was prepared in analogy to example 1 using intermediate 4 instead of intermediate 1 and isoxazole-5-carboxylic acid instead of 3-fluoro-5-(trifluoromethyl)benzoic acid and was obtained as white solid. MS: 502.1 [M+H]+. Starting materials: O=C(O)C=Cc1ccccc1, Cl, OCCN1CCNCC1, Cc1ccc(S(=O)(=O)O)cc1, c1ccccc1. Product: O=C(O)C=Cc1ccccc1, Cl, OCCN1CCNCC1. Reaction SMILES: [CH:21](=[CH:22][c:23]1[cH:24][cH:25][cH:26][cH:27][cH:28]1)[C:29]([OH:30])=[O:31].[ClH:32].[N:1]1([CH2:7][CH2:8][OH:9])[CH2:2][CH2:3][NH:4][CH2:5][CH2:6]1.[c:10]1([CH3:11])[cH:12][cH:13][c:14]([S:15]([OH:16])(=[O:17])=[O:18])[cH:19][cH:20]1.[cH:33]1[cH:34][cH:35][cH:36][cH:37][cH:38]1>>[CH:21](=[CH:22][c:23]1[cH:24][cH:25][cH:26][cH:27][cH:28]1)[C:29](=[O:30])[OH:31].[ClH:32].[N:1]1([CH2:7][CH2:8][OH:9])[CH2:2][CH2:3][NH:4][CH2:5][CH2:6]1.